The task is: describe an organic reaction: reactants, conditions, products, and yield. This data is from the Open Reaction Database (ORD), a public repository of structured organic reaction records. Reactants: COc1cc(N2CCN(C(=O)OC(C)(C)C)C(C(C)C)C2)ccc1[N+](=O)[O-], ClCCl, O=C(O)C(F)(F)F. Yields the product COc1cc(N2CCNC(C(C)C)C2)ccc1[N+](=O)[O-]. RXN SMILES: [CH3:1][CH:2]([CH3:3])[CH:4]1[N:5]([C:21]([O:22][C:23]([CH3:24])([CH3:25])[CH3:26])=[O:27])[CH2:6][CH2:7][N:8]([c:10]2[cH:11][c:12]([O:19][CH3:20])[c:13]([N+:16](=[O:17])[O-:18])[cH:14][cH:15]2)[CH2:9]1.[Cl:35][CH2:36][Cl:37].[F:28][C:29]([F:30])([F:31])[C:32]([OH:33])=[O:34]>>[CH3:1][CH:2]([CH3:3])[CH:4]1[NH:5][CH2:6][CH2:7][N:8]([c:10]2[cH:11][c:12]([O:19][CH3:20])[c:13]([N+:16](=[O:17])[O-:18])[cH:14][cH:15]2)[CH2:9]1. Starting materials: COC(CC1=C(C=CC=C1)C#CC1=NC(=NC=C1C(F)(F)F)NC1=CC=C(C(=O)N2CCN(CC2)C(=O)OC(C)(C)C)C=C1)=O (tert-butyl 4-(4-((4-((2-(2-methoxy-2-oxoethyl)phenyl)ethynyl)-5-(trifluoromethyl)pyrimidin-2-yl)amino)benzoyl)piperazine-1-carboxylate). Reagents/catalysts: [Pd] (Pd/C). The solvent is CCN(CC)CC (Et3N). Conditions: time 16 hour. Yields the product COC(CC1=C(CCC2=NC(=NC=C2C(F)(F)F)NC2=CC=C(C(=O)N3CCN(CC3)C(=O)OC(C)(C)C)C=C2)C=CC=C1)=O (tert-Butyl 4-(4-((4-(2-(2-methoxy-2-oxoethyl)phenethyl)-5-(trifluoromethyl)pyrimidin-2-yl)amino)benzoyl)piperazine-1-carboxylate), oil. Isolated yield 72.0%. Reaction SMILES: [CH3:1][O:2][C:3](=[O:45])[CH2:4][C:5]1[CH:10]=[CH:9][CH:8]=[CH:7][C:6]=1[C:11]#[C:12][C:13]1[C:18]([C:19]([F:22])([F:21])[F:20])=[CH:17][N:16]=[C:15]([NH:23][C:24]2[CH:44]=[CH:43][C:27]([C:28]([N:30]3[CH2:35][CH2:34][N:33]([C:36]([O:38][C:39]([CH3:42])([CH3:41])[CH3:40])=[O:37])[CH2:32][CH2:31]3)=[O:29])=[CH:26][CH:25]=2)[N:14]=1>[Pd].CCN(CC)CC>[CH3:1][O:2][C:3](=[O:45])[CH2:4][C:5]1[CH:10]=[CH:9][CH:8]=[CH:7][C:6]=1[CH2:11][CH2:12][C:13]1[C:18]([C:19]([F:21])([F:22])[F:20])=[CH:17][N:16]=[C:15]([NH:23][C:24]2[CH:44]=[CH:43][C:27]([C:28]([N:30]3[CH2:35][CH2:34][N:33]([C:36]([O:38][C:39]([CH3:42])([CH3:41])[CH3:40])=[O:37])[CH2:32][CH2:31]3)=[O:29])=[CH:26][CH:25]=2)[N:14]=1. Procedure details: A suspension of 10% Pd/C (53% water; 0.660 g), tert-butyl 4-(4-((4-((2-(2-methoxy-2-oxoethyl)phenyl)ethynyl)-5-(trifluoromethyl)pyrimidin-2-yl)amino)benzoyl)piperazine-1-carboxylate (A23) (0.337 g, 0.540 mmol) and Et3N (1 mL) was stirred at room temperature for 16 hours under an atmosphere of hydrogen. The mixture was filtered through a pad of Celite, washing with EtOAc (80 mL). The filtrates were evaporated in vacuo affording a yellow oil which was purified by silica gel column chromatography (... Reactants: C1(CC1)NC(C1=CC=C(C=C1)O)=O (N-Cyclopropyl-4-hydroxybenzamide), C(C1=CC=CC=C1)Br (benzyl bromide), C([O-])([O-])=O.[K+].[K+] (potassium carbonate). Solvent: CN(C)C=O (DMF). Yields the product C(C1=CC=CC=C1)OC1=CC=C(C(=O)NC2CC2)C=C1 (4-(benzyloxy)-N-cyclopropylbenzamide). As a reaction SMILES: [CH:1]1([NH:4][C:5](=[O:13])[C:6]2[CH:11]=[CH:10][C:9]([OH:12])=[CH:8][CH:7]=2)[CH2:3][CH2:2]1.[CH2:14](Br)[C:15]1[CH:20]=[CH:19][CH:18]=[CH:17][CH:16]=1.C(=O)([O-])[O-].[K+].[K+]>CN(C=O)C>[CH2:14]([O:12][C:9]1[CH:10]=[CH:11][C:6]([C:5]([NH:4][CH:1]2[CH2:2][CH2:3]2)=[O:13])=[CH:7][CH:8]=1)[C:15]1[CH:20]=[CH:19][CH:18]=[CH:17][CH:16]=1 |f:2.3.4|. Procedure: N-Cyclopropyl-4-hydroxybenzamide was stirred with benzyl bromide and potassium carbonate in DMF at room temperature to obtain 4-(benzyloxy)-N-cyclopropylbenzamide. Reported procedure: 12-3 (0.2 g, 0.39 mmol) and 2-bromo-N-cyclopropylacetamide 38-1 (0.069 g, 0.39 mmol) were suspended in chloroform/2M Na2CO3 in a sealed tube and heated in a Smith Personal Chemistry microwave reactor at 100° C. for 20 minutes. The solid was then filtered off and purified on a silica column to afford 38-2. Hi-Res MS: calc: 385.1554 found: 385.1548. 1H-NMR (CD3OD): 8.39(s, 1H); 7.99(s, 1H); 6.14(s, 1H); 3.68(m, 4H); 3.05(s, 2H); 2.70(m, 1H); 2.58(m, 4H); 0.75(m, 2H); 0.55(m, 2H). Product: C(#N)C1=CN=C(S1)NC1=CC(=NC=N1)N1CCN(CC1)CC(=O)NC1CC1 (2-(4-{6-[(5-Cyano-1,3-thiazol-2-yl)amino]pyrimidin-4-yl}piperazin-1-yl)-N-cyclopropyl-acetamide). Reaction SMILES: [N:1]1([C:7]2[N:12]=[CH:11][N:10]=[C:9]([NH:13][C:14]3[S:15][C:16]([C:19]#[N:20])=[CH:17][N:18]=3)[CH:8]=2)[CH2:6][CH2:5][NH:4][CH2:3][CH2:2]1.Br[CH2:22][C:23]([NH:25][CH:26]1[CH2:28][CH2:27]1)=[O:24]>C(Cl)(Cl)Cl>[C:19]([C:16]1[S:15][C:14]([NH:13][C:9]2[N:10]=[CH:11][N:12]=[C:7]([N:1]3[CH2:6][CH2:5][N:4]([CH2:22][C:23]([NH:25][CH:26]4[CH2:28][CH2:27]4)=[O:24])[CH2:3][CH2:2]3)[CH:8]=2)=[N:18][CH:17]=1)#[N:20]. Conditions: temperature 100 celsius. Run in C(Cl)(Cl)Cl (chloroform). Reactants: N1(CCNCC1)C1=CC(=NC=N1)NC=1SC(=CN1)C#N (2-[(6-Piperazin-1-ylpyrimidin-4-yl)amino]-1,3-thiazole-5-carbonitrile), BrCC(=O)NC1CC1 (2-bromo-N-cyclopropylacetamide). Starting materials: NC=1C(=CC(=NC1)C)C (5-amino-2,4-dimethylpyridine), C(C)(C)N(C(C)C)CC (N,N-diisopropylethylamine), ClCCN(S(=O)(=O)C1=CC=C(C=C1)C)CCCl (N,N-bis(2-chloroethyl)-p-toluenesulfonamide). Solvent: O (water). Product: CC1=C(C=NC(=C1)C)N1CCN(CC1)S(=O)(=O)C1=CC=C(C=C1)C (1-(4,6-dimethylpyridin-3-yl)-4-(toluene-4-sulfonyl)piperazine). Yield: 15.7%. Reaction SMILES: [NH2:1][C:2]1[C:3]([CH3:9])=[CH:4][C:5]([CH3:8])=[N:6][CH:7]=1.C(N(CC)C(C)C)(C)C.Cl[CH2:20][CH2:21][N:22]([CH2:33][CH2:34]Cl)[S:23]([C:26]1[CH:31]=[CH:30][C:29]([CH3:32])=[CH:28][CH:27]=1)(=[O:25])=[O:24]>O>[CH3:9][C:3]1[CH:4]=[C:5]([CH3:8])[N:6]=[CH:7][C:2]=1[N:1]1[CH2:34][CH2:33][N:22]([S:23]([C:26]2[CH:27]=[CH:28][C:29]([CH3:32])=[CH:30][CH:31]=2)(=[O:25])=[O:24])[CH2:21][CH2:20]1. Procedure: To 5-amino-2,4-dimethylpyridine (883 mg) were added N,N-diisopropylethylamine (2.1 mL) and N,N-bis(2-chloroethyl)-p-toluenesulfonamide (2.08 g), and the mixture was stirred with heating under reflux. After completion of the reaction, water was added to the reaction mixture, the mixture was extracted with chloroform, and the solvent was evaporated. The obtained residue was purified by column chromatography (chloroform:methanol) to give 1-(4,6-dimethylpyridin-3-yl)-4-(toluene-4-sulfonyl)piperazine... Starting materials: O (water), COC=1C=C(C=CC1)[C@@H]1[C@@H](CCCC1)N1CCCC1 (cis-2-(3-methoxyphenyl)-1-pyrrolidinocyclohexane), ice, B(Br)(Br)Br (boron tribromide). The solvent is ClCCl (dichloromethane), ClCCl (dichloromethane). Conditions: time 18 hour. The product is OC=1C=C(C=CC1)[C@@H]1[C@@H](CCCC1)N1CCCC1 (cis-2-(3-hydroxyphenyl)-1-pyrrolidinocyclohexane). Isolated yield 84.6%. RXN SMILES: C[O:2][C:3]1[CH:4]=[C:5]([C@H:9]2[CH2:14][CH2:13][CH2:12][CH2:11][C@H:10]2[N:15]2[CH2:19][CH2:18][CH2:17][CH2:16]2)[CH:6]=[CH:7][CH:8]=1.B(Br)(Br)Br.O>ClCCl>[OH:2][C:3]1[CH:4]=[C:5]([C@H:9]2[CH2:14][CH2:13][CH2:12][CH2:11][C@H:10]2[N:15]2[CH2:19][CH2:18][CH2:17][CH2:16]2)[CH:6]=[CH:7][CH:8]=1. Reported procedure: (2) A solution of cis-2-(3-methoxyphenyl)-1-pyrrolidinocyclohexane (2.5g) in dichloromethane was added cautiously to an ice-cold solution of boron tribromide (3 ml) in dichloromethane (15 ml). The mixture was set aside at room temperature for 18 hours and was hydrolysed with water. The aqueous layer was collected, made alkaline with ammonia and extracted with ether. The ether extracts were washed, dried (Na2SO4) and evaporated. The residue was crystallised from aqueous ethanol to give cis-2-(3-h... Reactants: C(C)OC(NCCC1=CC(=C(C=C1)F)Cl)=O ([2-(3-chloro-4-fluoro-phenyl)-ethyl]-carbamic acid ethyl ester), O=P12OP3(=O)OP(=O)(O1)OP(=O)(O2)O3 (P2O5). The solvent is O=P(Cl)(Cl)Cl (POCl3). The product is ClC=1C(=CC=C2CCNC(C12)=O)F (8-Chloro-7-fluoro-3,4-dihydro-2H-isoquinolin-1-one). Isolated yield 21.9%. As a reaction SMILES: C([O:3][C:4](=O)[NH:5][CH2:6][CH2:7][C:8]1[CH:13]=[CH:12][C:11]([F:14])=[C:10]([Cl:15])[CH:9]=1)C.O=P12OP3(OP(OP(O3)(O1)=O)(=O)O2)=O>O=P(Cl)(Cl)Cl>[Cl:15][C:10]1[C:11]([F:14])=[CH:12][CH:13]=[C:8]2[C:9]=1[C:4](=[O:3])[NH:5][CH2:6][CH2:7]2. Procedure details: Using the same reaction procedure and workup as described in Example 1, [2-(3-chloro-4-fluoro-phenyl)-ethyl]-carbamic acid ethyl ester (I-34c: 1.4 g, 5.7142 mmol) in POCl3 (11.4 mL) was reacted with P2O5 (1.62 g, 11.4285 mmol) at 110° C. for 2 hours to afford the crude product. Purification by column chromatography on silica gel (35% ethylacetate in hexane) afforded 250 mg of the product (21.98% yield).